This data is from the Open Reaction Database (ORD), a public repository of structured organic reaction records. The task is: describe an organic reaction: reactants, conditions, products, and yield Yields the product NC1=C(C=C2CCCC2=C1)OCC1=CC(=C(C(=O)OC)C=C1)F (methyl 4-{[(6-amino-2,3-dihydro-1H-inden-5-yl)oxy]methyl}-2-fluorobenzoate). Run in C(C)(=O)O (acetic acid), O (water). Procedure details: 11.0 g of methyl 2-fluoro-4-{[(6-nitro-2,3-dihydro-1H-inden-5-yl)oxy]methyl}benzoate was dissolved in 120 mL of acetic acid and 12.0 mL of water, and 8.89 g of reduced iron was added thereto at 60° C., followed by stirring at 60° C. for 4.5 hours. The reaction liquid was cooled to room temperature, and then filtered through Celite, and the filtrate was concentrated under reduced pressure. The obtained residue was suspended in water and ethyl acetate, neutralized by the addition of sodium hydroge... Reaction SMILES: [F:1][C:2]1[CH:11]=[C:10]([CH2:12][O:13][C:14]2[CH:15]=[C:16]3[C:20](=[CH:21][C:22]=2[N+:23]([O-])=O)[CH2:19][CH2:18][CH2:17]3)[CH:9]=[CH:8][C:3]=1[C:4]([O:6][CH3:7])=[O:5]>C(O)(=O)C.O>[NH2:23][C:22]1[CH:21]=[C:20]2[C:16]([CH2:17][CH2:18][CH2:19]2)=[CH:15][C:14]=1[O:13][CH2:12][C:10]1[CH:9]=[CH:8][C:3]([C:4]([O:6][CH3:7])=[O:5])=[C:2]([F:1])[CH:11]=1. Reaction conditions: temperature 60 celsius, time 4.5 hour. Reactants: FC1=C(C(=O)OC)C=CC(=C1)COC=1C=C2CCCC2=CC1[N+](=O)[O-] (methyl 2-fluoro-4-{[(6-nitro-2,3-dihydro-1H-inden-5-yl)oxy]methyl}benzoate), reduced iron. Yield: 60.3%. The reactants are C(C)(C)(C)OC(=O)N(CC(=O)C1CN(CCC1C)C(=O)OCC1C2=CC=CC=C2C=2C=CC=CC12)C=1N=C2C(=NC1)N(C=C2)S(=O)(=O)C2=CC=C(C)C=C2 ((9H-fluoren-9-yl)methyl 3-(2-(tert-butoxycarbonyl(5-tosyl-5H-pyrrolo[2,3-b]pyrazin-2-yl)amino)acetyl)-4-methylpiperidine-1-carboxylate), C(=O)(C(F)(F)F)O (TFA). Run in C(Cl)Cl (DCM). Reaction conditions: time 1 hour. Yields the product CC1C(CN(CC1)C(=O)OCC1C2=CC=CC=C2C=2C=CC=CC12)C(CNC=1N=C2C(=NC1)N(C=C2)S(=O)(=O)C2=CC=C(C)C=C2)=O ((9H-fluoren-9-yl)methyl 4-methyl-3-(2-(5-tosyl-5H-pyrrolo[2,3-b]pyrazin-2-ylamino)acetyl)-piperidine-1-carboxylate). As a reaction SMILES: C(OC([N:8]([C:36]1[N:37]=[C:38]2[CH:44]=[CH:43][N:42]([S:45]([C:48]3[CH:54]=[CH:53][C:51]([CH3:52])=[CH:50][CH:49]=3)(=[O:47])=[O:46])[C:39]2=[N:40][CH:41]=1)[CH2:9][C:10]([CH:12]1[CH:17]([CH3:18])[CH2:16][CH2:15][N:14]([C:19]([O:21][CH2:22][CH:23]2[C:35]3[CH:34]=[CH:33][CH:32]=[CH:31][C:30]=3[C:29]3[C:24]2=[CH:25][CH:26]=[CH:27][CH:28]=3)=[O:20])[CH2:13]1)=[O:11])=O)(C)(C)C.C(O)(C(F)(F)F)=O>C(Cl)Cl>[CH3:18][CH:17]1[CH2:16][CH2:15][N:14]([C:19]([O:21][CH2:22][CH:23]2[C:35]3[CH:34]=[CH:33][CH:32]=[CH:31][C:30]=3[C:29]3[C:24]2=[CH:25][CH:26]=[CH:27][CH:28]=3)=[O:20])[CH2:13][CH:12]1[C:10](=[O:11])[CH2:9][NH:8][C:36]1[N:37]=[C:38]2[CH:44]=[CH:43][N:42]([S:45]([C:48]3[CH:49]=[CH:50][C:51]([CH3:52])=[CH:53][CH:54]=3)(=[O:47])=[O:46])[C:39]2=[N:40][CH:41]=1. Procedure: To a solution of (9H-fluoren-9-yl)methyl 3-(2-(tert-butoxycarbonyl(5-tosyl-5H-pyrrolo[2,3-b]pyrazin-2-yl)amino)acetyl)-4-methylpiperidine-1-carboxylate (0.627 g, 0.836 mmol, prepared using W from Preparation #20, LL, Z from Example #8, Step A) in DCM (10 mL) was added TFA (1.50 mL, 19.5 mmol) and the resulting mixture was stirred at ambient temperature under nitrogen for about 1 h. The solution was concentrated and the residue was partitioned between saturated aqueous NaHCO3 (25 mL) and EtOAc (2... Starting materials: FC=1C=C(C=C(C1)OC(C(F)F)(F)F)[C@@](CC1=CC=CC=C1)(C1=CC=C(C=C1)F)NC(CC(C)=O)=O ((R)—N-(1-(3-fluoro-5-(1,1,2,2-tetrafluoroethoxy)phenyl)-1-(4-fluorophenyl)-2-phenylethyl)-3-oxobutanamide), [BH4-].[Na+] (NaBH4). Run in CO (MeOH). Run at time 1 hour. Yields the product FC=1C=C(C=C(C1)OC(C(F)F)(F)F)[C@@](CC1=CC=CC=C1)(C1=CC=C(C=C1)F)NC(CC(C)O)=O (N—((R)-1-(3-fluoro-5-(1,1,2,2-tetrafluoroethoxy)phenyl)-1-(4-fluorophenyl)-2-phenylethyl)-3-hydroxybutanamide). The yield is 54.7%. As a reaction SMILES: [F:1][C:2]1[CH:3]=[C:4]([C@:15]([NH:30][C:31](=[O:36])[CH2:32][C:33](=[O:35])[CH3:34])([C:23]2[CH:28]=[CH:27][C:26]([F:29])=[CH:25][CH:24]=2)[CH2:16][C:17]2[CH:22]=[CH:21][CH:20]=[CH:19][CH:18]=2)[CH:5]=[C:6]([O:8][C:9]([F:14])([F:13])[CH:10]([F:12])[F:11])[CH:7]=1.[BH4-].[Na+]>CO>[F:1][C:2]1[CH:3]=[C:4]([C@:15]([NH:30][C:31](=[O:36])[CH2:32][CH:33]([OH:35])[CH3:34])([C:23]2[CH:24]=[CH:25][C:26]([F:29])=[CH:27][CH:28]=2)[CH2:16][C:17]2[CH:18]=[CH:19][CH:20]=[CH:21][CH:22]=2)[CH:5]=[C:6]([O:8][C:9]([F:14])([F:13])[CH:10]([F:12])[F:11])[CH:7]=1 |f:1.2|. Procedure details: To a solution of (R)—N-(1-(3-fluoro-5-(1,1,2,2-tetrafluoroethoxy)phenyl)-1-(4-fluorophenyl)-2-phenylethyl)-3-oxobutanamide (Example 251, 51 mg, 0.1 mmol), in MeOH (1 mL) was added NaBH4 (10 mL, 0.26 mmol). The reaction mixture was stirred at rt for 1 h and concentrated under reduced pressure. The residue was purified by preparative HPLC (Axia luna column, 30×100 mm, 40-100% MeOH/H2O with 0.1% TFA over 10 min, flow rate 40 mL/min, monitoring at 220 nm) to yield N—((R)-1-(3-fluoro-5-(1,1,2,2-tetra... Reactants: C(#N)C=1C(=NC=CC1Cl)Cl (3-cyano-2,4dichloropyridine), C(CS)(=O)OC (methyl thioglycolate), CC(C)(C)[O-].[K+].C1CCOC1 (KOtBu THF). Solvent: CN(C)C=O (DMF). Conditions: time 20 minute. The product is NC1=C(SC2=C1C(=NC=C2)Cl)C(=O)OC (Methyl 3-amino-4-chloro-thieno[3,2-c]pyridine-2-carboxylate). Yield: 88.0%. As a reaction SMILES: [C:1]([C:3]1[C:4]([Cl:10])=[N:5][CH:6]=[CH:7][C:8]=1Cl)#[N:2].[C:11]([O:15][CH3:16])(=[O:14])[CH2:12][SH:13].CC([O-])(C)C.[K+].C1COCC1>CN(C=O)C>[NH2:2][C:1]1[C:3]2[C:4]([Cl:10])=[N:5][CH:6]=[CH:7][C:8]=2[S:13][C:12]=1[C:11]([O:15][CH3:16])=[O:14] |f:2.3.4|. Procedure: To 3-cyano-2,4dichloropyridine (653 mg) and methyl thioglycolate (340 μL) in DMF (12 mL) at 5° C. was added a solution of 1.0M KOtBu/THF (4.5 mL). The reaction was stirred 20 min at 5° then 1 h at RT, then quenched in sat'd NH4Cl, the solid precipitate collected, washed with water and sucked dry to give 800 mg (88%) of the title compound. Starting materials: FC(F)(F)c1ccnc(Nc2cc(CBr)cc(-c3cncs3)c2)n1, Cc1ccccc1, OB(O)C1CC1, C1CCC(P(C2CCCCC2)C2CCCCC2)CC1, [K+], [K+], [K+], CC(=O)[O-], CC(=O)[O-], O, O=P([O-])([O-])[O-], [Pd+2]. Yields the product FC(F)(F)c1ccnc(Nc2cc(-c3cncs3)cc(C3CC3)c2)n1. As a reaction SMILES: [Br:1][CH2:2][c:3]1[cH:4][c:5]([NH:14][c:15]2[n:16][cH:17][cH:18][c:19]([C:21]([F:22])([F:23])[F:24])[n:20]2)[cH:6][c:7](-[c:9]2[cH:10][n:11][cH:12][s:13]2)[cH:8]1.[CH3:68][c:69]1[cH:70][cH:71][cH:72][cH:73][cH:74]1.[CH:25]1([B:27]([OH:28])[OH:29])[CH2:26][CH2:30]1.[CH:39]1([P:40]([CH:41]2[CH2:42][CH2:43][CH2:44][CH2:45][CH2:46]2)[CH:47]2[CH2:48][CH2:49][CH2:50][CH2:51][CH2:52]2)[CH2:53][CH2:54][CH2:55][CH2:56][CH2:57]1.[K+:36].[K+:37].[K+:38].[O-:59][C:60]([CH3:61])=[O:62].[O-:63][C:64]([CH3:65])=[O:66].[OH2:67].[P:31]([O-:32])([O-:33])([O-:34])=[O:35].[Pd+2:58]>>[CH:2]1([c:3]2[cH:4][c:5]([NH:14][c:15]3[n:16][cH:17][cH:18][c:19]([C:21]([F:22])([F:23])[F:24])[n:20]3)[cH:6][c:7](-[c:9]3[cH:10][n:11][cH:12][s:13]3)[cH:8]2)[CH2:25][CH2:26]1. The reactants are C(C)(=O)N[C@H](C(C)C)C(=O)NC1=CC=C(C=C1)C1=NC=C(C(=N1)O)C(=O)O (2-[4-(N-acetyl-D-valylamino)phenyl]-4-hydroxy-5-pyrimidine carboxylic acid), C(=O)(N1C=NC=C1)N1C=NC=C1 (carbonyldiimidazole), CN(C=O)C (dimethylformamide), O1CCCC1 (tetrahydrofuran). Solvent: CCOCC (ether). Conditions: time 30 minute. Yields the product [N-]1C=NC=C1.C(C)(=O)N[C@H](C(C)C)C(=O)NC1=CC=C(C=C1)C1=NC=C(C(=N1)O)C(=O)O (2-[4-(N-Acetyl-D-valylamino)phenyl]-4-hydroxy-5-pyrimidine carboxylic acid imidazolide). The yield is 119.7%. RXN SMILES: [C:1]([NH:4][C@@H:5]([C:9]([NH:11][C:12]1[CH:17]=[CH:16][C:15]([C:18]2[N:23]=[C:22]([OH:24])[C:21]([C:25]([OH:27])=[O:26])=[CH:20][N:19]=2)=[CH:14][CH:13]=1)=[O:10])[CH:6]([CH3:8])[CH3:7])(=[O:3])[CH3:2].C(N1C=CN=C1)(N1C=CN=C1)=O.CN(C)C=O.O1CCCC1>CCOCC>[N-:23]1[CH:22]=[CH:21][N:19]=[CH:18]1.[C:1]([NH:4][C@@H:5]([C:9]([NH:11][C:12]1[CH:13]=[CH:14][C:15]([C:18]2[N:23]=[C:22]([OH:24])[C:21]([C:25]([OH:27])=[O:26])=[CH:20][N:19]=2)=[CH:16][CH:17]=1)=[O:10])[CH:6]([CH3:8])[CH3:7])(=[O:3])[CH3:2] |f:5.6|. Procedure: A mixture of 3.72 g (10 mmol) of the above pyrimidine acid, 3.24 g (20 mmol) of carbonyldiimidazole, and 25 ml of dimethylformamide is stirred at 49°-52° C. for 30 min. The solution is treated with 50 ml of tetrahydrofuran and 200 ml of ether and stored in the cold overnight. The solid is filtered, washed with ether and dried to give 2.63 g of the title imidazolide. The reactants are [OH-].[K+] (potassium hydroxide), C(C)OC(C(C(=O)OCC)C(CCC)C=1C=NC(=CC1)NC(C(C)(C)C)=O)=O (2-{1-[6-(2,2-dimethyl-propionylamino)-pyridin-3-yl]-butyl}-malonic acid diethyl ester), O (water). The solvent is C(C)O (ethanol), ClCCl (dichloromethane), C(C)O (ethanol), [Cl-].[Na+].O (brine), ClCCl (dichloromethane). Reaction conditions: time 24 hour. The product is C(C)OC(C(C(=O)O)C(CCC)C=1C=NC(=CC1)NC(C(C)(C)C)=O)=O (2-[1-{6-(2,2-dimethyl-propionylamino)-pyridin-3-yl]-butyl}-malonic acid monoethyl ester). Yield: 41.0%. As a reaction SMILES: [CH2:1]([O:3][C:4](=[O:28])[CH:5]([CH:11]([C:15]1[CH:16]=[N:17][C:18]([NH:21][C:22](=[O:27])[C:23]([CH3:26])([CH3:25])[CH3:24])=[CH:19][CH:20]=1)[CH2:12][CH2:13][CH3:14])[C:6]([O:8]CC)=[O:7])[CH3:2].[OH-].[K+].O>ClCCl.C(O)C.[Cl-].[Na+].O>[CH2:1]([O:3][C:4](=[O:28])[CH:5]([CH:11]([C:15]1[CH:16]=[N:17][C:18]([NH:21][C:22](=[O:27])[C:23]([CH3:26])([CH3:25])[CH3:24])=[CH:19][CH:20]=1)[CH2:12][CH2:13][CH3:14])[C:6]([OH:8])=[O:7])[CH3:2] |f:1.2,6.7.8|. Procedure details: This crude 2-{1-[6-(2,2-dimethyl-propionylamino)-pyridin-3-yl]-butyl}-malonic acid diethyl ester was dissolved in a mixture of dichloromethane (2.5 mL) and ethanol (5 mL) at 0° C. and a solution of potassium hydroxide (87%, 111 mg, 5.4 mmol) in ethanol (4 mL) was added. The mixture was allowed to warm up slowly to room temperature and stirring was continued for 24 h. Then dichloromethane (20 mL), water (20 mL) and brine (3 mL) was added. The mixture was stirred vigorously for 2 min. Then the lay... Reactants: C(C1=CC=CC=C1)OC(N(CC1=C(C=C(C=C1)C)C)C[C@@H]([C@H](CCC)O)NC(CC(NC1=CC(=CC(=C1)C(F)(F)F)N)=O)=O)=O ({(2S,3S)-2-[2-(3-amino-5-trifluoromethyl-phenylcarbamoyl)-acetylamino]-3-hydroxyhexyl}-(2,4-dimethyl-benzyl)-carbamic acid benzyl ester), C(CC)=O (propionaldehyde), C(#N)[BH3-].[Na+] (sodium cyanoborohydride). The solvent is CO (MeOH). Reaction conditions: time 15 minute. Yields the product CC1=C(CNC[C@@H]([C@H](CCC)O)NC(CC(=O)NC2=CC(=CC(=C2)C(F)(F)F)NCCC)=O)C=CC(=C1)C (N-{(1S,2S)-1-[(2,4-Dimethyl-benzylamino)-methyl]-2-hydroxy-pentyl}-N′-(3-propylamino-5-trifluoromethyl-phenyl)-malonamide). As a reaction SMILES: C(OC(=O)[N:10]([CH2:20][C@H:21]([NH:27][C:28](=[O:44])[CH2:29][C:30](=[O:43])[NH:31][C:32]1[CH:37]=[C:36]([C:38]([F:41])([F:40])[F:39])[CH:35]=[C:34]([NH2:42])[CH:33]=1)[C@@H:22]([OH:26])[CH2:23][CH2:24][CH3:25])[CH2:11][C:12]1[CH:17]=[CH:16][C:15]([CH3:18])=[CH:14][C:13]=1[CH3:19])C1C=CC=CC=1.[CH:46](=O)[CH2:47][CH3:48].C([BH3-])#N.[Na+]>CO>[CH3:19][C:13]1[CH:14]=[C:15]([CH3:18])[CH:16]=[CH:17][C:12]=1[CH2:11][NH:10][CH2:20][C@H:21]([NH:27][C:28](=[O:44])[CH2:29][C:30]([NH:31][C:32]1[CH:37]=[C:36]([C:38]([F:41])([F:39])[F:40])[CH:35]=[C:34]([NH:42][CH2:46][CH2:47][CH3:48])[CH:33]=1)=[O:43])[C@@H:22]([OH:26])[CH2:23][CH2:24][CH3:25] |f:2.3|. Procedure details: A solution of {(2S,3S)-2-[2-(3-amino-5-trifluoromethyl-phenylcarbamoyl)-acetylamino]-3-hydroxyhexyl}-(2,4-dimethyl-benzyl)-carbamic acid benzyl ester (97 mg, 0.15 mmol) in MeOH (3 mL) was charged with propionaldehyde (0.01 mL, 0.15 mmol), stirred for 15 min at RT, and then charged with sodium cyanoborohydride (12 mg, 0.19 mmol). The reaction was stirred at RT for 12 h, concentrated in vacuo, and dissolved in EtOAc. The resultant solution was washed successively with water, sat. NaHCO3, water, an... The reactants are N1([C@H](C(=O)N[C@@H](CC2=CC=CC=C2)C(=O)N[C@@H](CC2=CC=CC=C2)C(=O)N(C)CC(=O)N[C@@H](CC(C)C)C(=O)N[C@@H](CCSC)C(=O)N)CCC1)C(=O)OC(C)(C)C (BocPro-Phe-Phe-Sar-Leu-MetNH2), Cl (hydrogen chloride). Run in C(C)(=O)O (acetic acid). The product is N1[C@H](C(=O)N[C@@H](CC2=CC=CC=C2)C(=O)N[C@@H](CC2=CC=CC=C2)C(=O)N(C)CC(=O)N[C@@H](CC(C)C)C(=O)N[C@@H](CCSC)C(=O)N)CCCC1 (HPro-Phe-Phe-Sar-Leu-MetNH2). As a reaction SMILES: [N:1]1([C:52](OC(C)(C)C)=O)[CH2:51][CH2:50][CH2:49][C@H:2]1[C:3]([NH:5][C@H:6]([C:14]([NH:16][C@H:17]([C:25]([N:27]([CH2:29][C:30]([NH:32][C@H:33]([C:38]([NH:40][C@H:41]([C:46]([NH2:48])=[O:47])[CH2:42][CH2:43][S:44][CH3:45])=[O:39])[CH2:34][CH:35]([CH3:37])[CH3:36])=[O:31])[CH3:28])=[O:26])[CH2:18][C:19]1[CH:24]=[CH:23][CH:22]=[CH:21][CH:20]=1)=[O:15])[CH2:7][C:8]1[CH:13]=[CH:12][CH:11]=[CH:10][CH:9]=1)=[O:4].Cl>C(O)(=O)C>[NH:1]1[CH2:52][CH2:51][CH2:50][CH2:49][C@H:2]1[C:3]([NH:5][C@H:6]([C:14]([NH:16][C@H:17]([C:25]([N:27]([CH2:29][C:30]([NH:32][C@H:33]([C:38]([NH:40][C@H:41]([C:46]([NH2:48])=[O:47])[CH2:42][CH2:43][S:44][CH3:45])=[O:39])[CH2:34][CH:35]([CH3:37])[CH3:36])=[O:31])[CH3:28])=[O:26])[CH2:18][C:19]1[CH:24]=[CH:23][CH:22]=[CH:21][CH:20]=1)=[O:15])[CH2:7][C:8]1[CH:9]=[CH:10][CH:11]=[CH:12][CH:13]=1)=[O:4]. Procedure details: Condensation of BocPro-Phe-PheNHNH2 (Example 1, 1.35 g.) and HSar-Leu-MetNH2 (0.95 g.) by the acyl azide method (Yajima et al., Chem. Pharm. Bull., vol. 19, p. 1900, 1971) gave BocPro-Phe-Phe-Sar-Leu-MetNH2 in 45% yield. De-t-butoxycarbonylation of BocPro-Phe-Phe-Sar-Leu-MetNH2 (0.90 g.) using hydrogen chloride in acetic acid gave HPro-Phe-Phe-Sar-Leu-MetNH2, which was isolated as the amorphous white solid phosphate (1:1) salt sesquihydrate in 59% yield. The reactants are C1COCCN1, CNC(C(=O)NC(C(=O)N(C)C(C=C(C)C(=O)O)C(C)C)C(C)(C)C)C(C)(C)c1ccccc1, CCN=C=NCCCN(C)C, CC#N, Cl, O, On1nnc2ccccc21. Yields the product CNC(C(=O)NC(C(=O)N(C)C(C=C(C)C(=O)N1CCOCC1)C(C)C)C(C)(C)C)C(C)(C)c1ccccc1. As a reaction SMILES: [CH2:58]1[CH2:59][O:60][CH2:61][CH2:62][NH:63]1.[CH3:1][NH:2][CH:3]([C:4]([c:5]1[cH:6][cH:7][cH:8][cH:9][cH:10]1)([CH3:11])[CH3:12])[C:13](=[O:14])[NH:15][CH:16]([C:17]([CH3:18])([CH3:19])[CH3:20])[C:21](=[O:22])[N:23]([CH3:24])[CH:25]([CH:26]=[C:27]([CH3:28])[C:29](=[O:30])[OH:31])[CH:32]([CH3:33])[CH3:34].[CH3:47][N:48]([CH3:49])[CH2:50][CH2:51][CH2:52][N:53]=[C:54]=[N:55][CH2:56][CH3:57].[CH3:64][C:65]#[N:66].[ClH:46].[OH2:35].[OH:36][n:37]1[c:38]2[cH:39][cH:40][cH:41][cH:42][c:43]2[n:44][n:45]1>>[CH3:1][NH:2][CH:3]([C:4]([c:5]1[cH:6][cH:7][cH:8][cH:9][cH:10]1)([CH3:11])[CH3:12])[C:13](=[O:14])[NH:15][CH:16]([C:17]([CH3:18])([CH3:19])[CH3:20])[C:21](=[O:22])[N:23]([CH3:24])[CH:25]([CH:26]=[C:27]([CH3:28])[C:29](=[O:30])[N:63]1[CH2:58][CH2:59][O:60][CH2:61][CH2:62]1)[CH:32]([CH3:33])[CH3:34].